Dataset: the Open Reaction Database (ORD), a public repository of structured organic reaction records. Task: describe an organic reaction: reactants, conditions, products, and yield Starting materials: O=C([O-])[O-], CCOC(=O)C(Cc1ccc(O)c(Cc2ccccc2)c1)OCC, Cc1ccc(S(=O)(=O)OCCc2ccc(NC(=O)OC(C)(C)C)cc2)cc1, CCC(C)=O, [K+], [K+], O. Product: CCOC(=O)C(Cc1ccc(OCCc2ccc(NC(=O)OC(C)(C)C)cc2)c(Cc2ccccc2)c1)OCC. Reaction SMILES: [C:52](=[O:53])([O-:54])[O-:55].[CH2:1]([c:2]1[cH:3][cH:4][cH:5][cH:6][cH:7]1)[c:8]1[cH:9][c:10]([CH2:15][CH:16]([C:17](=[O:18])[O:19][CH2:20][CH3:21])[O:22][CH2:23][CH3:24])[cH:11][cH:12][c:13]1[OH:14].[CH3:25][c:26]1[cH:27][cH:28][c:29]([S:30]([O:31][CH2:36][CH2:37][c:38]2[cH:39][cH:40][c:41]([NH:44][C:45](=[O:46])[O:47][C:48]([CH3:49])([CH3:50])[CH3:51])[cH:42][cH:43]2)(=[O:32])=[O:33])[cH:34][cH:35]1.[CH3:59][C:60](=[O:61])[CH2:62][CH3:63].[K+:56].[K+:57].[OH2:58]>>[CH2:1]([c:2]1[cH:3][cH:4][cH:5][cH:6][cH:7]1)[c:8]1[cH:9][c:10]([CH2:15][CH:16]([C:17](=[O:18])[O:19][CH2:20][CH3:21])[O:22][CH2:23][CH3:24])[cH:11][cH:12][c:13]1[O:14][CH2:36][CH2:37][c:38]1[cH:39][cH:40][c:41]([NH:44][C:45](=[O:46])[O:47][C:48]([CH3:49])([CH3:50])[CH3:51])[cH:42][cH:43]1. Yields the product C(C=C)(=O)OCCCCCC(C)C.C(C=C)(=O)N (Isooctyl Acrylate Acrylamide). Reaction SMILES: [C:1]([O:5][CH2:6][CH2:7][CH2:8][CH2:9][CH2:10][CH:11]([CH3:13])[CH3:12])(=[O:4])[CH:2]=[CH2:3].[C:14]([NH2:18])(=[O:17])[CH:15]=[CH2:16].N(C(C)(CC(C)C)C#N)=NC(C)(CC(C)C)C#N.CO>C(OCC)(=O)C.CO.C(OCC)(=O)C>[C:1]([O:5][CH2:6][CH2:7][CH2:8][CH2:9][CH2:10][CH:11]([CH3:13])[CH3:12])(=[O:4])[CH:2]=[CH2:3].[C:14]([NH2:18])(=[O:17])[CH:15]=[CH2:16] |f:4.5,7.8|. Solvent: C(C)(=O)OCC (ethyl acetate), C(C)(=O)OCC (ethyl acetate), C(C)(=O)OCC.CO (ethyl acetate methyl alcohol), solids. Starting materials: C(C=C)(=O)OCCCCCC(C)C (isooctyl acrylate), CO (methanol), C(C=C)(=O)N (acrylamide), N(=NC(C#N)(CC(C)C)C)C(C#N)(CC(C)C)C (2,2'-azobis(2,4-dimethylpentanenitrile)). Procedure: The procedures above were repeated this time employing 803.7 g of isooctyl acrylate, 42.3 g of acrylamide, 1.69 g of 2,2'-azobis(2,4-dimethylpentanenitrile), 858.6 g of ethyl acetate and 95.4 g of methanol. The resulting copolymer was diluted with ethyl acetate/methanol (90/10) to 28.37% solids. The adhesive copolymer had a measured inherent viscosity of 1.35 dl/g in ethyl acetate at a concentration of 0.15 g/dl. Its Brookfield viscosity was 12,000 centipoise. Reactants: C(C)(C)(C)OC(=O)N1CC(CC1)NC(=O)C=1SC=CC1NC1=C2C(=NC=C1)NC=C2 (3-{[3-(1H-Pyrrolo[2,3-b]pyridin-4-ylamino)-thiophene-2-carbonyl]-amino}-pyrrolidine-1-carboxylic acid tert-butyl ester), NC=1C=C(CN)C=CC1 (3-aminobenzylamine). The product is NC=1C=C(CNC(=O)C=2SC=CC2NC2=C3C(=NC=C2)NC=C3)C=CC1 (3-(1H-Pyrrolo[2,3-b]pyridin-4-ylamino)-thiophene-2-carboxylic acid 3-amino-benzylamide). As a reaction SMILES: C(OC(N1[CH2:12][CH2:11][CH:10]([NH:13][C:14]([C:16]2[S:17][CH:18]=[CH:19][C:20]=2[NH:21][C:22]2[CH:27]=[CH:26][N:25]=[C:24]3[NH:28][CH:29]=[CH:30][C:23]=23)=[O:15])C1)=O)(C)(C)C.[NH2:31][C:32]1[CH:33]=C(C=[CH:38][CH:39]=1)CN>>[NH2:31][C:32]1[CH:33]=[C:11]([CH:12]=[CH:38][CH:39]=1)[CH2:10][NH:13][C:14]([C:16]1[S:17][CH:18]=[CH:19][C:20]=1[NH:21][C:22]1[CH:27]=[CH:26][N:25]=[C:24]2[NH:28][CH:29]=[CH:30][C:23]=12)=[O:15]. Procedure: This compound was prepared in an analogous manner as 3-{[3-(1H-Pyrrolo[2,3-b]pyridin-4-ylamino)-thiophene-2-carbonyl]-amino}-pyrrolidine-1-carboxylic acid tert-butyl ester using 3-aminobenzylamine instead of 1-BOC-3-aminopyrrolidine. LCMS (ESI) 364 (M+H) 1H NMR (400 MHz, DMSO-d6) δ ppm 11.54 (1H, br. s.) 10.41 (1H, s) 8.58 (1H, t, J=5.93 Hz) 8.03 (1H, d, J=5.47 Hz) 7.80 (1H, d, J=5.42 Hz) 7.50 (1H, d, J=5.42 Hz) 7.31 (1H, dd, J=3.44, 2.32 Hz) 6.93 (1H, t, J=7.69 Hz) 6.85 (1H, d, J=5.47 Hz) 6.50 ... Starting materials: [N-]=[N+]=NC(=O)c1cccnc1, CN(C)c1ccc2c(c1)CCN2, Cc1ccccc1, O=C=Nc1cccnc1. Yields the product CN(C)c1ccc2c(c1)CCN2C(=O)Nc1cccnc1. As a reaction SMILES: [C:22]([N:23]=[N+:24]=[N-:25])(=[O:26])[c:27]1[cH:28][cH:29][cH:30][n:31][cH:32]1.[CH3:1][N:2]([CH3:3])[c:4]1[cH:5][c:6]2[c:10]([cH:11][cH:12]1)[NH:9][CH2:8][CH2:7]2.[CH3:33][c:34]1[cH:35][cH:36][cH:37][cH:38][cH:39]1.[n:13]1[cH:14][c:15]([N:19]=[C:20]=[O:21])[cH:16][cH:17][cH:18]1>>[CH3:1][N:2]([CH3:3])[c:4]1[cH:5][c:6]2[c:10]([cH:11][cH:12]1)[N:9]([C:20]([NH:19][c:15]1[cH:14][n:13][cH:18][cH:17][cH:16]1)=[O:21])[CH2:8][CH2:7]2. Reactants: CN1C(=NC=2C1=NC=CC2C)COC2=CC=C(CC1C(N(C(S1)=O)C(C1=CC=CC=C1)(C1=CC=CC=C1)C1=CC=CC=C1)=O)C=C2 (5-{4-(3,7-dimethylimidazo[5,4-b]pyridin-2-ylmethoxy)benzyl}-3-triphenylmethylthiazolidine-2,4-dione), C(C)(=O)O (acetic acid). Solvent: O (water). The product is CN1C(=NC=2C1=NC=CC2C)COC2=CC=C(CC1C(NC(S1)=O)=O)C=C2 (5-{4-(3,7-Dimethylimidazo[5,4-b]pyridin-2-ylmethoxy)-benzyl}thiazolidine-2,4-dione). RXN SMILES: [CH3:1][N:2]1[C:6]2=[N:7][CH:8]=[CH:9][C:10]([CH3:11])=[C:5]2[N:4]=[C:3]1[CH2:12][O:13][C:14]1[CH:46]=[CH:45][C:17]([CH2:18][CH:19]2[S:23][C:22](=[O:24])[N:21](C(C3C=CC=CC=3)(C3C=CC=CC=3)C3C=CC=CC=3)[C:20]2=[O:44])=[CH:16][CH:15]=1.C(O)(=O)C>O>[CH3:1][N:2]1[C:6]2=[N:7][CH:8]=[CH:9][C:10]([CH3:11])=[C:5]2[N:4]=[C:3]1[CH2:12][O:13][C:14]1[CH:46]=[CH:45][C:17]([CH2:18][CH:19]2[S:23][C:22](=[O:24])[NH:21][C:20]2=[O:44])=[CH:16][CH:15]=1. Procedure: A procedure similar to that described in Example 12 was repeated, except that 1.07 g of 5-{4-(3,7-dimethylimidazo[5,4-b]pyridin-2-ylmethoxy)benzyl}-3-triphenylmethylthiazolidine-2,4-dione (prepared as described in Preparation 41) and 16 ml of a 3:1 by volume mixture of acetic acid and water were used, to give the title compound as a crude product. This crude product was purified by column chromatography through silica gel, using a gradient elution method, with mixtures of hexane and ethyl acetat...